Dataset: the Open Reaction Database (ORD), a public repository of structured organic reaction records. Task: describe an organic reaction: reactants, conditions, products, and yield The product is CCN(CC)CCN=S(C)(=O)c1ccc(C(=O)Nc2ccc(Cl)cc2C(=O)Nc2ccc(Cl)cn2)cc1. Starting materials: CCNCC, CS(=O)(=NCCBr)c1ccc(C(=O)Nc2ccc(Cl)cc2C(=O)Nc2ccc(Cl)cn2)cc1, O. As a reaction SMILES: [CH2:34]([CH3:35])[NH:36][CH2:37][CH3:38].[Cl:1][c:2]1[cH:3][cH:4][c:5]([NH:8][C:9](=[O:10])[c:11]2[c:12]([NH:18][C:19](=[O:20])[c:21]3[cH:22][cH:23][c:24]([S:27](=[O:28])(=[N:29][CH2:30][CH2:31][Br:32])[CH3:33])[cH:25][cH:26]3)[cH:13][cH:14][c:15]([Cl:17])[cH:16]2)[n:6][cH:7]1.[OH2:39]>>[Cl:1][c:2]1[cH:3][cH:4][c:5]([NH:8][C:9](=[O:10])[c:11]2[c:12]([NH:18][C:19](=[O:20])[c:21]3[cH:22][cH:23][c:24]([S:27](=[O:28])(=[N:29][CH2:30][CH2:31][N:36]([CH2:34][CH3:35])[CH2:37][CH3:38])[CH3:33])[cH:25][cH:26]3)[cH:13][cH:14][c:15]([Cl:17])[cH:16]2)[n:6][cH:7]1.